From a dataset of the Open Reaction Database (ORD), a public repository of structured organic reaction records. describe an organic reaction: reactants, conditions, products, and yield Reactants: O=C1CCC(=O)N1Cl, Nc1nc(F)nc2nc(Cc3ccc4c(c3)OCO4)[nH]c12, CN(C)C=O. Product: Nc1nc(F)nc2nc(Cc3cc4c(cc3Cl)OCO4)[nH]c12. Reaction SMILES: [Cl:22][N:23]1[C:24](=[O:25])[CH2:26][CH2:27][C:28]1=[O:29].[O:1]1[CH2:2][O:3][c:4]2[c:5]1[cH:6][cH:7][c:8]([CH2:10][c:11]1[n:12][c:13]3[n:14][c:15]([F:21])[n:16][c:17]([NH2:20])[c:18]3[nH:19]1)[cH:9]2.[O:30]=[CH:31][N:32]([CH3:33])[CH3:34]>>[O:1]1[CH2:2][O:3][c:4]2[c:5]1[cH:6][c:7]([Cl:22])[c:8]([CH2:10][c:11]1[n:12][c:13]3[n:14][c:15]([F:21])[n:16][c:17]([NH2:20])[c:18]3[nH:19]1)[cH:9]2. Reactants: OCC(=O)[C@@H](O)[C@H](O)[C@H](O)CO (fructose), [Mg+2].[Cl-].[Cl-] (MgCl2). Reaction conditions: temperature 60 celsius. Yields the product O=C[C@H](O)[C@@H](O)[C@H](O)[C@H](O)CO (glucose). RXN SMILES: [OH:1][CH2:2][C:3]([C@H:5]([C@@H:7]([C@@H:9]([CH2:11][OH:12])[OH:10])[OH:8])[OH:6])=[O:4].[Mg+2].[Cl-].[Cl-]>>[O:1]=[CH:2][C@@H:3]([C@H:5]([C@@H:7]([C@@H:9]([CH2:11][OH:12])[OH:10])[OH:8])[OH:6])[OH:4] |f:1.2.3|. Procedure: The immobilized enzyme composite was then packed in a column and a 45% weight by volume solution of fructose with 5×10-3M MgCl2 was passed over the beads while maintaining the temperature at 60° C. for a period of 2 hours. At the end of the 2 hour period the amount of glucose formed and the flow rate were assayed. It was found that the activity of the enzyme was 227 units/gram at a flow rate of 2 ml/min.; the term "unit" being defined as the grams of glucose formed per hour per gram of immobiliz... The reactants are C(C)OC(C(CCCl)SC1=C(C=C(C(=C1)N)F)Cl)=O (2-(5-amino-2-chloro-4-fluorophenylthio)-4-chlorobutyric acid ethyl ester), [OH-].[K+] (potassium hydroxide), [OH-].[K+] (potassium hydroxide). Run in C(C)O (ethanol), C(C)O (ethanol). Reaction conditions: time 18 hour. Yields the product NC=1C(=CC(=C(C1)SC1(CC1)C(=O)O)Cl)F (1-(5-amino-2-chloro-4-fluoro-phenylthio)-cyclopropanecarboxylic acid). Isolated yield 73.7%. As a reaction SMILES: [OH-].[K+].C([O:5][C:6](=[O:21])[CH:7]([S:11][C:12]1[CH:17]=[C:16]([NH2:18])[C:15]([F:19])=[CH:14][C:13]=1[Cl:20])[CH2:8][CH2:9]Cl)C>C(O)C>[NH2:18][C:16]1[C:15]([F:19])=[CH:14][C:13]([Cl:20])=[C:12]([S:11][C:7]2([C:6]([OH:5])=[O:21])[CH2:8][CH2:9]2)[CH:17]=1 |f:0.1|. Reported procedure: A solution of 2.4 g of potassium hydroxide in 50 ml of ethanol is added dropwise while stirring at a temperature of +5° C. to a solution of 14.2 g of 2-(5-amino-2-chloro-4-fluorophenylthio)-4-chlorobutyric acid ethyl ester in 25 ml of ethanol. After stirring for 18 hours, 0.9 g of potassium hydroxide is added a further 3 times, and the reaction mixture is stirred for 6 hours each time until the reaction is complete. The reaction mixture is then concentrated, water is added and extraction is carr... Reactants: O=C(NCCOc1ccc(Cl)cc1)c1ccc(Cl)nn1, O=C(c1ccccc1C(F)(F)F)N1CCNCC1. Product: O=C(NCCOc1ccc(Cl)cc1)c1ccc(N2CCN(C(=O)c3ccccc3C(F)(F)F)CC2)nn1. RXN SMILES: [Cl:1][c:2]1[cH:3][cH:4][c:5]([O:6][CH2:7][CH2:8][NH:9][C:10](=[O:11])[c:12]2[n:13][n:14][c:15]([Cl:18])[cH:16][cH:17]2)[cH:19][cH:20]1.[N:21]1([C:27](=[O:28])[c:29]2[c:30]([C:35]([F:36])([F:37])[F:38])[cH:31][cH:32][cH:33][cH:34]2)[CH2:22][CH2:23][NH:24][CH2:25][CH2:26]1>>[Cl:1][c:2]1[cH:3][cH:4][c:5]([O:6][CH2:7][CH2:8][NH:9][C:10](=[O:11])[c:12]2[n:13][n:14][c:15]([N:24]3[CH2:23][CH2:22][N:21]([C:27](=[O:28])[c:29]4[c:30]([C:35]([F:36])([F:37])[F:38])[cH:31][cH:32][cH:33][cH:34]4)[CH2:26][CH2:25]3)[cH:16][cH:17]2)[cH:19][cH:20]1. Yields the product CCCCCCc1ccc2c(c1)NC(NC(C)C)=NS2(=O)=O. RXN SMILES: [CH:18]([CH3:19])([CH3:20])[N:21]=[C:22]=[S:23].[NH2:1][c:2]1[c:3]([S:14](=[O:15])(=[O:16])[NH2:17])[cH:4][cH:5][c:6]([CH2:8][CH2:9][CH2:10][CH2:11][CH2:12][CH3:13])[cH:7]1>>[NH:1]1[c:2]2[c:3]([cH:4][cH:5][c:6]([CH2:8][CH2:9][CH2:10][CH2:11][CH2:12][CH3:13])[cH:7]2)[S:14](=[O:15])(=[O:16])[N:17]=[C:22]1[NH:21][CH:18]([CH3:19])[CH3:20]. The reactants are CC(C)N=C=S, CCCCCCc1ccc(S(N)(=O)=O)c(N)c1.